From a dataset of the Open Reaction Database (ORD), a public repository of structured organic reaction records. describe an organic reaction: reactants, conditions, products, and yield Starting materials: solution, Cl (hydrogen chloride), FC=1C=C(CN2C([C@H](CSC3=C2C=CC=C3)NC(OC(C)(C)C)=O)=O)C=C(C1)F (tert-butyl (3R)-[5-(3,5-difluorobenzyl)-4-oxo-2,3,4,5-tetrahydro -1,5-benzothiazepin-3-yl]carbamate). Run in O1CCOCC1 (dioxane). Run at time 5 hour. Yields the product Cl.N[C@H]1CSC2=C(N(C1=O)CC1=CC(=CC(=C1)F)F)C=CC=C2 ((3R)-3-amino-5-(3,5-difluorobenzyl)-2,3-dihydro-5H-1,5-benzothiazepin-4-one hydrochloride). Reaction SMILES: [F:1][C:2]1[CH:3]=[C:4]([CH:26]=[C:27]([F:29])[CH:28]=1)[CH2:5][N:6]1[C:12]2[CH:13]=[CH:14][CH:15]=[CH:16][C:11]=2[S:10][CH2:9][C@H:8]([NH:17]C(=O)OC(C)(C)C)[C:7]1=[O:25].[ClH:30]>O1CCOCC1>[ClH:30].[NH2:17][C@@H:8]1[C:7](=[O:25])[N:6]([CH2:5][C:4]2[CH:3]=[C:2]([F:1])[CH:28]=[C:27]([F:29])[CH:26]=2)[C:12]2[CH:13]=[CH:14][CH:15]=[CH:16][C:11]=2[S:10][CH2:9]1 |f:3.4|. Procedure details: 1.59 g of 2 (3.78 mmol) are placed in a 100 mL round-bottomed flask and 25 mL of a solution of hydrogen chloride in dioxane (4 M) are added. The medium is stirred for 5 hours at room temperature under argon. After evaporating off the solvent, 1.44 g of amine 3 are obtained in hydrochloride form, which product is used directly for the following step. The reactants are O=C(O)c1cc2cc(Cl)ccc2[nH]1, Cl, CC(N)C(=O)N1CCOCC1, [Na+], [OH-]. Product: CC(NC(=O)c1cc2cc(Cl)ccc2[nH]1)C(=O)N1CCOCC1. RXN SMILES: [Cl:13][c:14]1[cH:15][c:16]2[cH:17][c:18]([C:23](=[O:24])[OH:25])[nH:19][c:20]2[cH:21][cH:22]1.[ClH:1].[NH2:2][CH:3]([C:4](=[O:5])[N:6]1[CH2:7][CH2:8][O:9][CH2:10][CH2:11]1)[CH3:12].[Na+:27].[OH-:26]>>[NH:2]([CH:3]([C:4](=[O:5])[N:6]1[CH2:7][CH2:8][O:9][CH2:10][CH2:11]1)[CH3:12])[C:23]([c:18]1[cH:17][c:16]2[cH:15][c:14]([Cl:13])[cH:22][cH:21][c:20]2[nH:19]1)=[O:24]. The reactants are C(C1=CC=CC=C1)(=O)C1=NC(=CC=C1[N+](=O)[O-])Cl (2-benzoyl-3-nitro-6-chloropyridine), O.S.[Na] (sodium hydrogen sulfide monohydrate). The solvent is C(C)O (ethanol). Run at temperature 55 celsius, time 1 hour. Product: C(C1=CC=CC=C1)(=O)C1=NC(=CC=C1[N+](=O)[O-])S (2-BENZOYL-3-NITRO-6-MERCAPTOPYRIDINE). Reaction SMILES: [C:1]([C:9]1[C:14]([N+:15]([O-:17])=[O:16])=[CH:13][CH:12]=[C:11](Cl)[N:10]=1)(=[O:8])[C:2]1[CH:7]=[CH:6][CH:5]=[CH:4][CH:3]=1.O.[SH2:20].[Na]>C(O)C>[C:1]([C:9]1[C:14]([N+:15]([O-:17])=[O:16])=[CH:13][CH:12]=[C:11]([SH:20])[N:10]=1)(=[O:8])[C:2]1[CH:7]=[CH:6][CH:5]=[CH:4][CH:3]=1 |f:1.2.3,^1:20|. Procedure: There were added to a mixture of 200 grams of 2-benzoyl-3-nitro-6-chloropyridine and 1 liter of ethanol with stirring 120 grams of sodium hydrogen sulfide monohydrate in portions. The temperature increased to 55° C. After the addition boiling was carried out for one hour at reflux, the solution filtered and acidified with glacial acetic acid. Upon addition of water, the reaction product crystallized. It was dissolved in dilute sodium hydroxide solution, the solution filtered, and the mercapto co... Reactants: c1ccc(CNc2ccccc2)cc1, O=P(Cl)(Cl)c1ccc(F)cc1. The product is O=P1(c2ccc(F)cc2)c2ccccc2CN1c1ccccc1. As a reaction SMILES: [CH2:1]([c:2]1[cH:3][cH:4][cH:5][cH:6][cH:7]1)[NH:8][c:9]1[cH:10][cH:11][cH:12][cH:13][cH:14]1.[F:15][c:16]1[cH:17][cH:18][c:19]([P:22](=[O:23])([Cl:24])[Cl:25])[cH:20][cH:21]1>>[CH2:1]1[c:2]2[c:3]([cH:4][cH:5][cH:6][cH:7]2)[P:22]([c:19]2[cH:18][cH:17][c:16]([F:15])[cH:21][cH:20]2)(=[O:23])[N:8]1[c:9]1[cH:10][cH:11][cH:12][cH:13][cH:14]1.